describe an organic reaction: reactants, conditions, products, and yield From a dataset of the Open Reaction Database (ORD), a public repository of structured organic reaction records. Reactants: resultant mixture, [O-]CC.[Na+] (sodium ethoxide), BrC1=NC=CC(=C1)[N+](=O)[O-] (2-bromo-4-nitropyridine). The solvent is C(C)O (ethanol), C(C)O (ethanol), ClCCl (dichloromethane). Product: BrC1=NC=CC(=C1)OCC (2-bromo-4-ethoxypyridine). Reaction SMILES: [Br:1][C:2]1[CH:7]=[C:6]([N+]([O-])=O)[CH:5]=[CH:4][N:3]=1.[O-:11][CH2:12][CH3:13].[Na+]>C(O)C.ClCCl>[Br:1][C:2]1[CH:7]=[C:6]([O:11][CH2:12][CH3:13])[CH:5]=[CH:4][N:3]=1 |f:1.2|. Procedure details: To a suspension of 2-bromo-4-nitropyridine (1.0 g) in ethanol (5 ml) was added a solution of sodium ethoxide in ethanol (20%, 2 ml), and the resultant mixture was stirred at 85° C. for 1.5 hours. After cooling, the mixture was diluted with dichloromethane and washed with water and brine. The separated organic layer was dried over sodium sulfate and evaporated under reduced pressure to give 2-bromo-4-ethoxypyridine (927 mg). The reactants are C(C)OC(=O)C1OC2=C(CC1)C=CC(=C2)OCCCCCBr (racemic-7-[(5-bromopentyl)oxy]-3,4-dihydro-2H-1-benzopyran-2-carboxylic acid ethyl ester), OC1=C(C=CC(=C1CCC)O)C(C)=O (2',4'-dihydroxy-3'-propylacetophenone), C([O-])([O-])=O.[K+].[K+] (potassium carbonate), CC(=O)C (acetone). Solvent: CN(C=O)C (N,N-dimethylformamide), CCOCC (ether). The product is C(C)OC(=O)C1OC2=C(CC1)C=CC(=C2)OCCCCCOC2=C(C(=C(C=C2)C(C)=O)O)CCC (racemic-7-[5-(4-acetyl-3-hydroxy-2-propylphenoxy)pentyloxy]-3,4-dihydro-2H-1-benzopyran-2-carboxylic acid ethyl ester). Yield: 83.1%. RXN SMILES: [CH2:1]([O:3][C:4]([CH:6]1[CH2:11][CH2:10][C:9]2[CH:12]=[CH:13][C:14]([O:16][CH2:17][CH2:18][CH2:19][CH2:20][CH2:21]Br)=[CH:15][C:8]=2[O:7]1)=[O:5])[CH3:2].[OH:23][C:24]1[C:29]([CH2:30][CH2:31][CH3:32])=[C:28]([OH:33])[CH:27]=[CH:26][C:25]=1[C:34](=[O:36])[CH3:35].C(=O)([O-])[O-].[K+].[K+].CC(C)=O>CCOCC.CN(C)C=O>[CH2:1]([O:3][C:4]([CH:6]1[CH2:11][CH2:10][C:9]2[CH:12]=[CH:13][C:14]([O:16][CH2:17][CH2:18][CH2:19][CH2:20][CH2:21][O:33][C:28]3[CH:27]=[CH:26][C:25]([C:34](=[O:36])[CH3:35])=[C:24]([OH:23])[C:29]=3[CH2:30][CH2:31][CH3:32])=[CH:15][C:8]=2[O:7]1)=[O:5])[CH3:2] |f:2.3.4|. Procedure: A mixture of 1.2 g (3.23 mmoles) of racemic-7-[(5-bromopentyl)oxy]-3,4-dihydro-2H-1-benzopyran-2-carboxylic acid ethyl ester, 1.0 g (5.15 mmoles) of 2',4'-dihydroxy-3'-propylacetophenone, 1.8 g (13.0 mmoles) of anhydrous potassium carbonate, 30 ml of acetone, and 15 ml of N,N-dimethylformamide was stirred and refluxed for 6 hr. After being cooled, the mixture was diluted with ether. The ether phase was washed with water and brine, dried over anhydrous magnesium sulfate, filtered and concentrated... Starting materials: O=C([O-])O, CCOC(C)=O, O=C(Cl)OCc1ccccc1, Cl, [K+], O=C1CCNCC1, O, O. The product is O=C1CCN(C(=O)OCc2ccccc2)CC1. RXN SMILES: [C:10](=[O:11])([OH:12])[O-:13].[CH3:15][CH2:16][O:17][C:18](=[O:19])[CH3:20].[Cl:21][C:22](=[O:23])[O:24][CH2:25][c:26]1[cH:27][cH:28][cH:29][cH:30][cH:31]1.[ClH:2].[K+:14].[NH:3]1[CH2:4][CH2:5][C:6](=[O:9])[CH2:7][CH2:8]1.[OH2:1].[OH2:32]>>[N:3]1([C:22](=[O:23])[O:24][CH2:25][c:26]2[cH:27][cH:28][cH:29][cH:30][cH:31]2)[CH2:4][CH2:5][C:6](=[O:9])[CH2:7][CH2:8]1.